Dataset: the Open Reaction Database (ORD), a public repository of structured organic reaction records. Task: describe an organic reaction: reactants, conditions, products, and yield The reactants are C(CC(=O)C)(=O)OCC (ethyl acetoacetate), O(C1=CC=CC=C1)C=1C=C(C=O)C=CC1 (3-phenoxybenzaldehyde), O (water), CN1CCOCC1 (N-methylmorpholine). The reagents and catalysts are [Ti](Cl)(Cl)(Cl)Cl (titanium tetrachloride). Run in O1CCCC1 (tetrahydrofuran), O1CCCC1 (tetrahydrofuran), O1CCCC1 (tetrahydrofuran), C(Cl)(Cl)(Cl)Cl (carbon tetrachloride), C(C)OCC (diethyl ether), O1CCCC1 (tetrahydrofuran). Run at time 15 minute. The product is O=C(CC(=O)OCC)C=CC1=CC(=CC=C1)OC1=CC=CC=C1 (ethyl 3-oxo-5-(3-phenoxyphenyl)-4-pentenoate). As a reaction SMILES: [O:1]([C:8]1[CH:9]=[C:10]([CH:13]=[CH:14][CH:15]=1)[CH:11]=O)[C:2]1[CH:7]=[CH:6][CH:5]=[CH:4][CH:3]=1.[C:16]([O:22][CH2:23][CH3:24])(=[O:21])[CH2:17][C:18]([CH3:20])=[O:19].CN1CCOCC1.O>C(Cl)(Cl)(Cl)Cl.O1CCCC1.[Ti](Cl)(Cl)(Cl)Cl.C(OCC)C>[O:19]=[C:18]([CH:20]=[CH:11][C:10]1[CH:13]=[CH:14][CH:15]=[C:8]([O:1][C:2]2[CH:7]=[CH:6][CH:5]=[CH:4][CH:3]=2)[CH:9]=1)[CH2:17][C:16]([O:22][CH2:23][CH3:24])=[O:21]. Reported procedure: A solution of 0.10 moles of titanium tetrachloride in 25 ml of carbon tetrachloride was added with rapid stirring over 15 minutes to 200 ml of cold (0°) tetrahydrofuran. After the mixture was stirred an additional 15 minutes, a solution of 0.05 moles of 3-phenoxybenzaldehyde in 15 ml of tetrahydrofuran was added over 30 minutes. A solution of 0.05 moles of ethyl acetoacetate in 15 ml of tetrahydrofuran was then added. A solution of 22 ml of N-methylmorpholine in 30 ml of tetrahydrofuran was adde... The reactants are C(C)(C)(C)OC1=C(CN(CCCN2CCC(CC2)C2=CC=CC=C2)CC2=NC=CC=C2)C=CC=C1 (N-(2-tert-butoxybenzyl)-3-(4-phenylpiperidin-1-yl)-N-(pyridin-2-ylmethyl)propan-1-amine), C(=O)([O-])[O-].[K+].[K+] (K2CO3), COC1NCCC(C1)C1=CC=CC=C1 (2-methoxy-4-phenyl piperidin), C(C)(C)(C)OC1=C(CN(CCNC(C(C)(C)C)=O)CCCCl)C=CC=C1 (N-(2-((2-tert-butoxybenzyl)(3-chloropropyl)amino)ethyl)pivalamide). Product: C(C)(C)(C)OC1=C(CN(CCNC(C(C)(C)C)=O)CCCN2CCC(CC2)C2=C(C=CC=C2)OC)C=CC=C1 (N-(2-((2-tert-butoxybenzyl)(3-(4-(2-methoxyphenyl)piperidin-1-yl)propyl)amino)ethyl)pivalamide). Yield: 65.0%. Reaction SMILES: [C:1]([O:5]C1C=CC=CC=1CN(CC1C=CC=CN=1)CCCN1CCC(C2C=CC=CC=2)CC1)(C)(C)C.CO[CH:38]1[CH2:43][CH:42]([C:44]2[CH:49]=[CH:48][CH:47]=[CH:46][CH:45]=2)[CH2:41][CH2:40][NH:39]1.[C:50]([O:54][C:55]1[CH:75]=[CH:74][CH:73]=[CH:72][C:56]=1[CH2:57][N:58]([CH2:68][CH2:69][CH2:70]Cl)[CH2:59][CH2:60][NH:61][C:62](=[O:67])[C:63]([CH3:66])([CH3:65])[CH3:64])([CH3:53])([CH3:52])[CH3:51].C([O-])([O-])=O.[K+].[K+]>>[C:50]([O:54][C:55]1[CH:75]=[CH:74][CH:73]=[CH:72][C:56]=1[CH2:57][N:58]([CH2:68][CH2:69][CH2:70][N:39]1[CH2:38][CH2:43][CH:42]([C:44]2[CH:45]=[CH:46][CH:47]=[CH:48][C:49]=2[O:5][CH3:1])[CH2:41][CH2:40]1)[CH2:59][CH2:60][NH:61][C:62](=[O:67])[C:63]([CH3:66])([CH3:65])[CH3:64])([CH3:53])([CH3:52])[CH3:51] |f:3.4.5|. Procedure details: The same procedure as described for compound 20 was applied to 2-methoxy-4-phenyl piperidin (0.5 g, 2.63 mmol), compound 23 (0.7 g, 1.75 mmol), KI (0.87 g, 5.25 mmol) and K2CO3 (1.21 g, 8.75 mmol). The residue was purified on a silica gel TLC plate that was developed in 5% methanolic NH3 (7 M NH3 in methanol/95% CH2Cl2. The product was isolated as yellow oil (65% yield). 1H NMR (CDCl3) δ 7.3965 (m, 1H, Ar), 7.2067 (dd, 1H, Ar), 7.1655 (m, 1H, Ar), 7.1315 (m, 1H, Ar), 7.0245 (dd, 1H, Ar), 7.001 (... Starting materials: O1CCC(CC1)CN1N=NC2=C1C=C(C=C2)C2=C1C(=NC=C2)N(C(=C1)C1=CCN(CC1)C(=O)OC(C)(C)C)S(=O)(=O)C1=CC=C(C)C=C1 (tert-butyl 4-(4-(1-((tetrahydro-2H-pyran-4-yl)methyl)-1H-benzo[d][1,2,3]triazol-6-yl)-1-tosyl-1H-pyrrolo[2,3-b]pyridin-2-yl)-5,6-dihydropyridine-1(2H)-carboxylate), [OH-].[Na+] (sodium hydroxide). Solvent: O1CCOCC1 (dioxane). Yields the product O1CCC(CC1)CN1N=NC2=C1C=C(C=C2)C2=C1C(=NC=C2)NC(=C1)C1=CCN(CC1)C(=O)OC(C)(C)C (tert-butyl 4-(4-(1-((tetrahydro-2H-pyran-4-yl)methyl)-1H-benzo[d][1,2,3]triazol-6-yl)-1H-pyrrolo[2,3-b]pyridin-2-yl)-5,6-dihydropyridine-1(2H)-carboxylate). RXN SMILES: [O:1]1[CH2:6][CH2:5][CH:4]([CH2:7][N:8]2[C:12]3[CH:13]=[C:14]([C:17]4[CH:22]=[CH:21][N:20]=[C:19]5[N:23](S(C6C=CC(C)=CC=6)(=O)=O)[C:24]([C:26]6[CH2:31][CH2:30][N:29]([C:32]([O:34][C:35]([CH3:38])([CH3:37])[CH3:36])=[O:33])[CH2:28][CH:27]=6)=[CH:25][C:18]=45)[CH:15]=[CH:16][C:11]=3[N:10]=[N:9]2)[CH2:3][CH2:2]1.[OH-].[Na+]>O1CCOCC1>[O:1]1[CH2:2][CH2:3][CH:4]([CH2:7][N:8]2[C:12]3[CH:13]=[C:14]([C:17]4[CH:22]=[CH:21][N:20]=[C:19]5[NH:23][C:24]([C:26]6[CH2:31][CH2:30][N:29]([C:32]([O:34][C:35]([CH3:38])([CH3:37])[CH3:36])=[O:33])[CH2:28][CH:27]=6)=[CH:25][C:18]=45)[CH:15]=[CH:16][C:11]=3[N:10]=[N:9]2)[CH2:5][CH2:6]1 |f:1.2|. Reported procedure: A mixture of Example 36E (0.530 g, 0.792 mmol) and 5M aqueous sodium hydroxide (0.555 mL, 2.77 mmol) in dioxane (8 mL) was heated at 90° C. for 8 hours. The solvent was evaporated and the residue was treated with ethyl acetate and washed with aqueous NaHCO3. The organic layer was dried over MgSO4, filtered and concentrated until most of solvent was evaporated. The resulting precipitate was filtered, washed with ethyl acetate/ether, and vacuum oven-dried to give the title compound. The filtrate w...